This data is from the Open Reaction Database (ORD), a public repository of structured organic reaction records. The task is: describe an organic reaction: reactants, conditions, products, and yield As a reaction SMILES: [C:1](#[N:2])[c:3]1[cH:4][n:5][nH:6][c:7]1-[c:8]1[n:9][c:10]([S:14][CH3:15])[n:11][cH:12][cH:13]1.[CH3:16][OH:17]>>[C:1](#[N:2])[c:3]1[cH:4][n:5][nH:6][c:7]1-[c:8]1[n:9][c:10]([S:14]([CH3:15])=[O:17])[n:11][cH:12][cH:13]1. Product: CS(=O)c1nccc(-c2[nH]ncc2C#N)n1. Starting materials: CSc1nccc(-c2[nH]ncc2C#N)n1, CO. Reactants: N1CCOCC1 (morpholine), BrCC(=O)C1=CC=C(C=C1)F (2-bromo-1-(4-fluorophenyl)-ethanone). The solvent is C1(=CC=CC=C1)C (toluene), C1(=CC=CC=C1)C (toluene). Reaction conditions: time 8 hour. Product: FC1=CC=C(C=C1)C(CN1CCOCC1)=O (1-(4-fluorophenyl)-2-morpholino-ethanone). RXN SMILES: [NH:1]1[CH2:6][CH2:5][O:4][CH2:3][CH2:2]1.Br[CH2:8][C:9]([C:11]1[CH:16]=[CH:15][C:14]([F:17])=[CH:13][CH:12]=1)=[O:10]>C1(C)C=CC=CC=1>[F:17][C:14]1[CH:15]=[CH:16][C:11]([C:9](=[O:10])[CH2:8][N:1]2[CH2:6][CH2:5][O:4][CH2:3][CH2:2]2)=[CH:12][CH:13]=1. Reported procedure: A solution of morpholine (16.0 g) in toluene (100 ml) is slowly added to a solution of 2-bromo-1-(4-fluorophenyl)-ethanone (20.0 g) in toluene (250 ml). The mixture is stirred overnight at room temperature and extracted with a 1-N aqueous solution of hydrochlorid acid (3×250 ml). The mixed aqueous phases are alcalinized with a 50% aqueous solution of sodium hydroxide (55 ml) and extracted with ethyl acetate (3×250 ml). The mixed organic phases are washed with water (3×100 ml) and dried over magn...